Dataset: the Open Reaction Database (ORD), a public repository of structured organic reaction records. Task: describe an organic reaction: reactants, conditions, products, and yield The reactants are c1(cccnc1)Br, c1(C2SCCCS2)ccccc1. Reagents/catalysts: c1ccc(cc1)-c2c3ccccc3cc4ccccc24 (9-Phenylanthracene), [Li+].C[Si](C)(C)[N-][Si](C)(C)C (LiHMDS), P(c1c2c(Nc3c(O2)c(P(c2ccccc2)c2ccccc2)ccc3)ccc1)(c1ccccc1)c1ccccc1 (NiXanthphos), C(O[Pd]OC(C)=O)(C)=O (Pd(OAc)2). The solvent is C1COCCO1 (Dioxane). Conditions: temperature 50 celsius, time 18 hour. The product is C1CSC(SC1)(c2ccccc2)c3ccccn3. As a reaction SMILES: [CH2:1]1[CH2:6][S:5][CH:4]([c:7]2[cH:12][cH:11][cH:10][cH:9][cH:8]2)[S:3][CH2:2]1.Br[c:13]1[cH:18][n:17][cH:16][cH:15][cH:14]1>>[CH2:1]1[CH2:6][S:5][C:4]([c:16]2[n:17][cH:18][cH:13][cH:14][cH:15]2)([c:7]3[cH:12][cH:11][cH:10][cH:9][cH:8]3)[S:3][CH2:2]1. Starting materials: CS(=O)(=O)Cl, ClCCl, CC1(C)C(=O)N(c2ccc(C#N)c(C(F)(F)F)c2)C(=S)N1c1ccc(N)cc1, c1ccncc1. Product: CC1(C)C(=O)N(c2ccc(C#N)c(C(F)(F)F)c2)C(=S)N1c1ccc(NS(C)(=O)=O)cc1. Reaction SMILES: [CH3:29][S:30]([Cl:31])(=[O:32])=[O:33].[Cl:40][CH2:41][Cl:42].[NH2:1][c:2]1[cH:3][cH:4][c:5]([N:8]2[C:9](=[S:28])[N:10]([c:16]3[cH:17][c:18]([C:24]([F:25])([F:26])[F:27])[c:19]([C:20]#[N:21])[cH:22][cH:23]3)[C:11](=[O:15])[C:12]2([CH3:13])[CH3:14])[cH:6][cH:7]1.[cH:34]1[cH:35][cH:36][n:37][cH:38][cH:39]1>>[NH:1]([c:2]1[cH:3][cH:4][c:5]([N:8]2[C:9](=[S:28])[N:10]([c:16]3[cH:17][c:18]([C:24]([F:25])([F:26])[F:27])[c:19]([C:20]#[N:21])[cH:22][cH:23]3)[C:11](=[O:15])[C:12]2([CH3:13])[CH3:14])[cH:6][cH:7]1)[S:30]([CH3:29])(=[O:32])=[O:33]. The reactants are CO, COC(=O)c1cnc(C2CCN(C(=O)OC(C)(C)C)CC2)cn1, Cl. The product is COC(=O)c1cnc(C2CCNCC2)cn1. As a reaction SMILES: [CH3:25][OH:26].[CH3:2][C:3]([O:4][C:5](=[O:6])[N:9]1[CH2:10][CH2:11][CH:12]([c:15]2[n:16][cH:17][c:18]([C:21](=[O:22])[O:23][CH3:24])[n:19][cH:20]2)[CH2:13][CH2:14]1)([CH3:7])[CH3:8].[ClH:1]>>[NH:9]1[CH2:10][CH2:11][CH:12]([c:15]2[n:16][cH:17][c:18]([C:21](=[O:22])[O:23][CH3:24])[n:19][cH:20]2)[CH2:13][CH2:14]1. The product is CC1S[C@H]2N(C(=C1)C(=O)OCC(Cl)(Cl)Cl)C(C2NC(C(C=2N=C(SC2)N)=NOC)=O)=O (2,2,2-trichloroethyl 2-methyl-7-[2-methoxyimino-2-(2-aminothiazol-4-yl)acetamido]-3-cephem-4-carboxylate). Reported procedure: To a mixture of 2,2,2-trichloroethyl 2-methyl-7-(2-methoxyimino-3-oxo-4-bromobutyramido)-3-cephem-4-carboxylate (a mixture of syn and anti isomers) (0.94 g.) and ethanol (10 ml.) was added thiourea (0.12 g.), and the mixture was stirred for 40 minutes at room temperature. The reaction mixture was concentrated under reduced pressure, and the residue was shaken with ethyl acetate and water. The ethyl acetate layer was separated, and the remaining aqueous layer was neutralized with sodium bicarbona... Reaction conditions: time 40 minute. Starting materials: CC1S[C@H]2N(C(=C1)C(=O)OCC(Cl)(Cl)Cl)C(C2NC(C(C(CBr)=O)=NOC)=O)=O (2,2,2-trichloroethyl 2-methyl-7-(2-methoxyimino-3-oxo-4-bromobutyramido)-3-cephem-4-carboxylate), NC(=S)N (thiourea). Solvent: C(C)O (ethanol). Reaction SMILES: [CH3:1][CH:2]1[CH:7]=[C:6]([C:8]([O:10][CH2:11][C:12]([Cl:15])([Cl:14])[Cl:13])=[O:9])[N:5]2[C:16](=[O:29])[CH:17]([NH:18][C:19](=[O:28])[C:20](=[N:25][O:26][CH3:27])[C:21](=O)[CH2:22]Br)[C@H:4]2[S:3]1.[NH2:30][C:31]([NH2:33])=[S:32]>C(O)C>[CH3:1][CH:2]1[CH:7]=[C:6]([C:8]([O:10][CH2:11][C:12]([Cl:15])([Cl:14])[Cl:13])=[O:9])[N:5]2[C:16](=[O:29])[CH:17]([NH:18][C:19](=[O:28])[C:20](=[N:25][O:26][CH3:27])[C:21]3[N:30]=[C:31]([NH2:33])[S:32][CH:22]=3)[C@H:4]2[S:3]1. The reactants are C(C)(C)(C)OC(=O)N(NC(=O)OCC1=CC=CC=C1)C (N′-benzyloxycarbonyl-N-methyl-hydrazine carboxylic acid tert-butyl ester), C(C)(=O)OCC.Cl (hydrogen chloride-ethyl acetate). Run in C(C)(=O)OCC (ethyl acetate). Reaction conditions: time 4 hour. Yields the product Cl.C(C1=CC=CC=C1)OC(=O)NNC (N′-Methyl-hydrazine carboxylic acid benzyl ester hydrochloride). Reaction SMILES: C(O[C:6]([N:8](C)[NH:9][C:10]([O:12][CH2:13][C:14]1[CH:19]=[CH:18][CH:17]=[CH:16][CH:15]=1)=[O:11])=O)(C)(C)C.C(OCC)(=O)C.[ClH:27]>C(OCC)(=O)C>[ClH:27].[CH2:13]([O:12][C:10]([NH:9][NH:8][CH3:6])=[O:11])[C:14]1[CH:19]=[CH:18][CH:17]=[CH:16][CH:15]=1 |f:1.2,4.5|. Procedure details: 17.7 g of N′-benzyloxycarbonyl-N-methyl-hydrazine carboxylic acid tert-butyl ester was dissolved in 20 mL of ethyl acetate, added with 70 mL 4N hydrogen chloride-ethyl acetate solution, and stirred at room temperature for 4 hours. The solvent was evaporated, and the resulting crystals were washed with diethyl ether and filtered, to afford 11.4 g of the title compound as white crystals. The reactants are C1CCOC1, CCO, CC(C)N1CCC(NS(=O)(=O)CCN2C(=O)c3ccccc3C2=O)CC1, Cc1ccc(S(=O)(=O)O)cc1. Product: CC(C)N1CCC(NS(=O)(=O)CCN)CC1. RXN SMILES: [CH2:41]1[O:42][CH2:43][CH2:44][CH2:45]1.[CH3:38][CH2:39][OH:40].[CH:1]([CH3:2])([CH3:3])[N:4]1[CH2:5][CH2:6][CH:7]([NH:10][S:11](=[O:12])(=[O:13])[CH2:14][CH2:15][N:16]2[C:17](=[O:18])[c:19]3[c:20]([cH:21][cH:22][cH:23][cH:24]3)[C:25]2=[O:26])[CH2:8][CH2:9]1.[c:27]1([CH3:28])[cH:29][cH:30][c:31]([S:32]([OH:33])(=[O:34])=[O:35])[cH:36][cH:37]1>>[CH:1]([CH3:2])([CH3:3])[N:4]1[CH2:5][CH2:6][CH:7]([NH:10][S:11](=[O:12])(=[O:13])[CH2:14][CH2:15][NH2:16])[CH2:8][CH2:9]1. The reactants are NC1=CC=C(C=C1)C1=CC=C(C=C1)CCCC(=O)OC (methyl 4-(4′-amino-[1,1′-biphenyl]-4-yl)butanoate), C17H20NO2, NC=1C=C(C=CC1)B(O)O ((3-aminophenyl)boronic acid), 4-(4,4,5,5-tetramethyl-1,3,2-dioxaborolan-2-yl)aniline ES. The product is NC=1C=C(C=CC1)C1=CC=C(C=C1)CCCC(=O)OC (methyl 4-(3′-amino-[1,1′-biphenyl]-4-yl)butanoate). Procedure: The title compound was synthesized in a manner analogous to that described for Intermediate 29, using (3-aminophenyl)boronic acid as in place of 4-(4,4,5,5-tetramethyl-1,3,2-dioxaborolan-2-yl)aniline ES/MS calcd. for C17H20NO2+ 270.2. Found m/z=270.2 (M+H)+. Reaction SMILES: N[C:2]1[CH:7]=[CH:6][C:5]([C:8]2[CH:13]=[CH:12][C:11]([CH2:14][CH2:15][CH2:16][C:17]([O:19][CH3:20])=[O:18])=[CH:10][CH:9]=2)=[CH:4][CH:3]=1.[NH2:21]C1C=C(B(O)O)C=CC=1>>[NH2:21][C:3]1[CH:4]=[C:5]([C:8]2[CH:13]=[CH:12][C:11]([CH2:14][CH2:15][CH2:16][C:17]([O:19][CH3:20])=[O:18])=[CH:10][CH:9]=2)[CH:6]=[CH:7][CH:2]=1. The reactants are CC1=NC2=CC=C(C=C2C=C1)O (2-methylquinolin-6-ol), CN(C(=O)Cl)C1=CC=CC=C1 (N-methyl-N-phenylcarbamoyl chloride), N12CCN(CC1)CC2 (1,4-diazabicyclo[2,2,2]octane). Solvent: ClCCl (dichloromethane), ClCCl (dichloromethane). The product is CC1=NC2=CC=C(C=C2C=C1)OC(N(C1=CC=CC=C1)C)=O (Methyl-phenyl-carbamic acid 2-methyl-quinolin-6-yl ester). The yield is 89.3%. As a reaction SMILES: [CH3:1][C:2]1[CH:11]=[CH:10][C:9]2[C:4](=[CH:5][CH:6]=[C:7]([OH:12])[CH:8]=2)[N:3]=1.[CH3:13][N:14]([C:18]1[CH:23]=[CH:22][CH:21]=[CH:20][CH:19]=1)[C:15](Cl)=[O:16].N12CCN(CC1)CC2>ClCCl>[CH3:1][C:2]1[CH:11]=[CH:10][C:9]2[C:4](=[CH:5][CH:6]=[C:7]([O:12][C:15](=[O:16])[N:14]([CH3:13])[C:18]3[CH:23]=[CH:22][CH:21]=[CH:20][CH:19]=3)[CH:8]=2)[N:3]=1. Procedure: A solution of 2-methylquinolin-6-ol (1.00 g, 6.28 mmol), N-methyl-N-phenylcarbamoyl chloride (1.07 g, 6.28 mmol) and 1,4-diazabicyclo[2,2,2]octane (0.70 g, 6.28 mmol) in dichloromethane (10 mL) was stirred at room temperature for 18 hours. Extra dichloromethane was added and the solution was extracted twice with water, dried over sodium sulphate and filtered. Some ethyl acetate and heptane were added and the solution was slowly evaporated in vacuo yielding the title compound (1.64 g, 89% yield) ... The reactants are O=CC(=O)O, CC(=O)c1ccc(C)o1, CCOC(C)=O, O. Yields the product Cc1ccc(C(=O)C=CC(=O)O)o1. RXN SMILES: [C:10]([CH:11]=[O:12])(=[O:13])[OH:14].[C:1]([CH3:2])(=[O:3])[c:4]1[o:5][c:6]([CH3:9])[cH:7][cH:8]1.[CH3:16][CH2:17][O:18][C:19](=[O:20])[CH3:21].[OH2:15]>>[C:1]([CH:2]=[CH:11][C:10](=[O:13])[OH:14])(=[O:3])[c:4]1[o:5][c:6]([CH3:9])[cH:7][cH:8]1.